Dataset: the Open Reaction Database (ORD), a public repository of structured organic reaction records. Task: describe an organic reaction: reactants, conditions, products, and yield Reactants: CC1=NC=C(C=C1)C=C (2-methyl-5-vinylpyridine), BrC1=CC=2C3=C(NC2C=C1)C1CCN(C3)CC1 (9-bromo-3,4,5,6-tetrahydro-1H-2,5-ethanoazepino[4,3-b]indole). The product is CC1=CC=C(C=N1)/C=C/C1=CC=2C3=C(NC2C=C1)C1CCN(C3)CC1 (9-[(E)-2-(6-methylpyridin-3-yl)vinyl]-3,4,5,6-tetrahydro-1H-2,5-ethanoazepino[4,3-b]indole). RXN SMILES: [CH3:1][C:2]1[CH:7]=[CH:6][C:5]([CH:8]=[CH2:9])=[CH:4][N:3]=1.Br[C:11]1[CH:19]=[CH:18][C:17]2[NH:16][C:15]3[CH:20]4[CH2:26][CH2:25][N:23]([CH2:24][C:14]=3[C:13]=2[CH:12]=1)[CH2:22][CH2:21]4>>[CH3:1][C:2]1[N:3]=[CH:4][C:5](/[CH:8]=[CH:9]/[C:11]2[CH:19]=[CH:18][C:17]3[NH:16][C:15]4[CH:20]5[CH2:26][CH2:25][N:23]([CH2:24][C:14]=4[C:13]=3[CH:12]=2)[CH2:22][CH2:21]5)=[CH:6][CH:7]=1. Procedure: The product of Example 1C (133 mg, 1.11 mmol) and the product of Example 8A (180 mg, 0.62 mmol) were processed as described in Example 1D to provide the title compound: 1H NMR (500 MHz, methanol-d4) δ ppm 2.03-2.14 (m, 4 H), 2.52 (s, 3 H), 2.98-3.04 (m, 1 H), 3.08 (dt, J=14.0, 6.9 Hz, 2 H), 3.20-3.29 (m, 2 H), 4.27 (s, 2 H), 7.05 (d, J=16.2 Hz, 1 H), 7.27 (d, J=8.2 Hz, 2 H), 7.33 (d, J=16.2 Hz, 1 H), 7.35-7.38 (m, 1 H), 7.49 (s, 1 H), 7.94 (dd, J=7.9, 2.1 Hz, 1 H), 8.50 (d, J=1.8 Hz, 1 H); MS (A... Run in C1CCOC1 (THF), CCOC(=O)C (EtOAc). The product is C(C)(C)(C)OC(=O)N1C[C@@H]2CO[C@@](CN2CC1)(O)C1=C(C(=C(C=C1)F)C#N)C ((3S,9aR)-3-(3-Cyano-4-fluoro-2-methyl-phenyl)-3-hydroxy-hexahydro-pyrazino[2,1-c][1,4]oxazine-8-carboxylic acid tert-butyl ester). Procedure details: Diisopropylethylamine (156 mL, 894 mmol) was added to a stirred, room temperature mixture of 3-(2-Bromo-acetyl)-6-fluoro-2-methyl-benzonitrile (176 g, 688 mmol) and (R)-4-N-Boc-2-hydroxymethyl-piperazine (149 g, 688 mmol) in THF (3500 mL) and the mixture was stirred at room temperature for 18 h. The reaction was diluted with 3 L EtOAc, washed 2× with 1500 mL 10% w/w NaHCO3 aqueous solution, dried over MgSO4, filtered and concentrated. The residue was purified by column chromatography on silica g... Reaction conditions: time 18 hour. Reaction SMILES: C(N(C(C)C)CC)(C)C.Br[CH2:11][C:12]([C:14]1[C:15]([CH3:23])=[C:16]([C:19]([F:22])=[CH:20][CH:21]=1)[C:17]#[N:18])=[O:13].[C:24]([N:31]1[CH2:36][CH2:35][NH:34][C@@H:33]([CH2:37][OH:38])[CH2:32]1)([O:26][C:27]([CH3:30])([CH3:29])[CH3:28])=[O:25]>C1COCC1.CCOC(C)=O>[C:27]([O:26][C:24]([N:31]1[CH2:36][CH2:35][N:34]2[C@@H:33]([CH2:37][O:38][C@:12]([C:14]3[CH:21]=[CH:20][C:19]([F:22])=[C:16]([C:17]#[N:18])[C:15]=3[CH3:23])([OH:13])[CH2:11]2)[CH2:32]1)=[O:25])([CH3:30])([CH3:29])[CH3:28]. Reactants: C(C)(C)N(CC)C(C)C (Diisopropylethylamine), BrCC(=O)C=1C(=C(C#N)C(=CC1)F)C (3-(2-Bromo-acetyl)-6-fluoro-2-methyl-benzonitrile), C(=O)(OC(C)(C)C)N1C[C@@H](NCC1)CO ((R)-4-N-Boc-2-hydroxymethyl-piperazine). The reactants are ClC=1C=C2C=NNC2=C(C1)C(C(=O)OC)OCC1(CCN(CC1)C(=O)OC(C)(C)C)C1=CC=C(C=C1)F (tert-butyl 4-((1-(5-chloro-1H-indazol-7-yl)-2-methoxy-2-oxoethoxy)methyl)-4-(4-fluorophenyl)piperidine-1-carboxylate), C(C)(C)(C)OC(=O)N1CCC(CC1)(C1=CC=C(C=C1)F)COC(C(=O)O)C1=CC(=CC2=CN(N=C12)COCC[Si](C)(C)C)Cl (2-((1-(tert-butoxycarbonyl)-4-(4-fluorophenyl)piperidin-4-yl)methoxy)-2-(5-chloro-2-((2-(trimethylsilyl)ethoxy)methyl)-2H-indazol-7-yl)acetic acid). Solvent: ClCCl.CO (dichloromethane methanol). The product is C(C)(C)(C)OC(=O)N1CCC(CC1)(C1=CC=C(C=C1)F)COC(C(=O)O)C=1C=C(C=C2C=NNC12)Cl (2-((1-(tert-Butoxycarbonyl)-4-(4-fluorophenyl)piperidin-4-yl)methoxy)-2-(5-chloro-1H-indazol-7-yl)acetic acid). RXN SMILES: [Cl:1][C:2]1[CH:3]=[C:4]2[C:8](=[C:9]([CH:11]([O:16][CH2:17][C:18]3([C:31]4[CH:36]=[CH:35][C:34]([F:37])=[CH:33][CH:32]=4)[CH2:23][CH2:22][N:21]([C:24]([O:26][C:27]([CH3:30])([CH3:29])[CH3:28])=[O:25])[CH2:20][CH2:19]3)[C:12]([O:14]C)=[O:13])[CH:10]=1)[NH:7][N:6]=[CH:5]2.C(OC(N1CCC(COC(C2C3C(=CN(COCC[Si](C)(C)C)N=3)C=C(Cl)C=2)C(O)=O)(C2C=CC(F)=CC=2)CC1)=O)(C)(C)C>ClCCl.CO>[C:27]([O:26][C:24]([N:21]1[CH2:20][CH2:19][C:18]([CH2:17][O:16][CH:11]([C:9]2[CH:10]=[C:2]([Cl:1])[CH:3]=[C:4]3[C:8]=2[NH:7][N:6]=[CH:5]3)[C:12]([OH:14])=[O:13])([C:31]2[CH:36]=[CH:35][C:34]([F:37])=[CH:33][CH:32]=2)[CH2:23][CH2:22]1)=[O:25])([CH3:30])([CH3:28])[CH3:29] |f:2.3|. Procedure details: Prepared according to the procedure used to prepare tert-butyl 4-((1-(5-chloro-1H-indazol-7-yl)-2-methoxy-2-oxoethoxy)methyl)-4-(4-fluorophenyl)piperidine-1-carboxylate using 2-((1-(tert-butoxycarbonyl)-4-(4-fluorophenyl)piperidin-4-yl)methoxy)-2-(5-chloro-2-((2-(trimethylsilyl)ethoxy)methyl)-2H-indazol-7-yl)acetic acid as the starting material and using dichloromethane/methanol in its purification. tR=3.03 min (Phenomenex C18 3.0×50 mm, A=90% H2O/10% methanol, B=90% methanol/10% H2O, Modifier 0...